This data is from the Open Reaction Database (ORD), a public repository of structured organic reaction records. The task is: describe an organic reaction: reactants, conditions, products, and yield Starting materials: Cc1cc(C(=O)NC2CCN(C(=O)OC(C)(C)C)CC2)ccc1Nc1ncc2c(n1)N(C1CCCC1)CC(F)(F)C(=O)N2C, ClCCl, O=C(O)C(F)(F)F. Product: Cc1cc(C(=O)NC2CCNCC2)ccc1Nc1ncc2c(n1)N(C1CCCC1)CC(F)(F)C(=O)N2C. As a reaction SMILES: [C:1]([O:2][C:3](=[O:4])[N:8]1[CH2:9][CH2:10][CH:11]([NH:14][C:15]([c:16]2[cH:17][c:18]([CH3:43])[c:19]([NH:22][c:23]3[n:24][cH:25][c:26]4[c:27]([n:42]3)[N:28]([CH:37]3[CH2:38][CH2:39][CH2:40][CH2:41]3)[CH2:29][C:30]([F:35])([F:36])[C:31](=[O:34])[N:32]4[CH3:33])[cH:20][cH:21]2)=[O:44])[CH2:12][CH2:13]1)([CH3:5])([CH3:6])[CH3:7].[Cl:52][CH2:53][Cl:54].[OH:45][C:46]([C:47]([F:48])([F:49])[F:50])=[O:51]>>[NH:8]1[CH2:9][CH2:10][CH:11]([NH:14][C:15]([c:16]2[cH:17][c:18]([CH3:43])[c:19]([NH:22][c:23]3[n:24][cH:25][c:26]4[c:27]([n:42]3)[N:28]([CH:37]3[CH2:38][CH2:39][CH2:40][CH2:41]3)[CH2:29][C:30]([F:35])([F:36])[C:31](=[O:34])[N:32]4[CH3:33])[cH:20][cH:21]2)=[O:44])[CH2:12][CH2:13]1.